This data is from the Open Reaction Database (ORD), a public repository of structured organic reaction records. The task is: describe an organic reaction: reactants, conditions, products, and yield Reactants: [N+](=O)(O)[O-] (nitric acid), ClC1=C(NC(C)=O)C=CC(=C1)F (2′-chloro-4′-fluoroacetanilide), O (water). Run in S(O)(O)(=O)=O (sulfuric acid). Reaction conditions: temperature 6.5 celsius, time 8 hour. Product: ClC1=C(NC(C)=O)C=C(C(=C1)F)[N+](=O)[O-] (2′-Chloro-4′-fluoro-5′-nitroacetanilide). As a reaction SMILES: [Cl:1][C:2]1[CH:11]=[C:10]([F:12])[CH:9]=[CH:8][C:3]=1[NH:4][C:5](=[O:7])[CH3:6].[N+:13]([O-])([OH:15])=[O:14].O>S(=O)(=O)(O)O>[Cl:1][C:2]1[CH:11]=[C:10]([F:12])[C:9]([N+:13]([O-:15])=[O:14])=[CH:8][C:3]=1[NH:4][C:5](=[O:7])[CH3:6]. Procedure: A solution of 2′-chloro-4′-fluoroacetanilide (85.5 g, 456 mmol) in concentrated sulfuric acid is cooled to 0° C., treated slowly with 70% nitric acid (32 mL, 502 mmol) while maintaining the temperature from 5-8° C., stirred at room temperature overnight and poured into water. The resultant aqueous mixture is filtered to obtain a solid which is recrystallized from ethanol to give the title product as pale, yellow plates (27.0 g, mp 158-160° C.). Starting materials: CCOC(C)=O, O=C1CCC(=O)N1Cl, CCOC(=O)C=NNCc1ccccc1F. The product is CCOC(=O)C(Cl)=NNCc1ccccc1F. As a reaction SMILES: [CH3:25][CH2:26][O:27][C:28](=[O:29])[CH3:30].[Cl:17][N:18]1[C:19](=[O:20])[CH2:21][CH2:22][C:23]1=[O:24].[F:1][c:2]1[c:3]([CH2:4][NH:5][N:6]=[CH:7][C:8](=[O:9])[O:10][CH2:11][CH3:12])[cH:13][cH:14][cH:15][cH:16]1>>[F:1][c:2]1[c:3]([CH2:4][NH:5][N:6]=[C:7]([C:8](=[O:9])[O:10][CH2:11][CH3:12])[Cl:17])[cH:13][cH:14][cH:15][cH:16]1.